Dataset: the Open Reaction Database (ORD), a public repository of structured organic reaction records. Task: describe an organic reaction: reactants, conditions, products, and yield Starting materials: ClC=1C=[N+](C=C(C1C[C@H](O)C1=CC(=C(C=C1)OC(F)F)OCC1CC1)Cl)[O-] ((S)-3,5-dichloro-4-(2-(3-(cyclopropylmethoxy)-4-(difluoromethoxy)phenyl)-2-hydroxyethyl)pyridine 1-oxide), CS(=O)(=O)NCC=1C=C2C(N(C(C2=CC1)=O)CC(=O)O)=O (2-(5-(methylsulfonamidomethyl)-1,3-dioxoisoindolin-2-yl)acetic acid), C(CCl)Cl (EDC). The reagents and catalysts are CN(C)C=1C=CN=CC1 (DMAP). Run in C(Cl)Cl (DCM), C(Cl)Cl (DCM). Reaction conditions: time 20 hour. Yields the product ClC=1C=[N+](C=C(C1C[C@H](OC(CN1C(C2=CC=C(C=C2C1=O)CNS(=O)(=O)C)=O)=O)C1=CC(=C(C=C1)OC(F)F)OCC1CC1)Cl)[O-] ((S)-3,5-dichloro-4-(2-(3-(cyclopropylmethoxy)-4-(difluoromethoxy)phenyl)-2-(2-(5-(methylsulfonamido methyl)-1,3-dioxoisoindolin-2-yl)acetoxy)ethyl)pyridine 1-oxide). Isolated yield 30.9%. RXN SMILES: [Cl:1][C:2]1[CH:3]=[N+:4]([O-:27])[CH:5]=[C:6]([Cl:26])[C:7]=1[CH2:8][C@@H:9]([C:11]1[CH:16]=[CH:15][C:14]([O:17][CH:18]([F:20])[F:19])=[C:13]([O:21][CH2:22][CH:23]2[CH2:25][CH2:24]2)[CH:12]=1)[OH:10].[CH3:28][S:29]([NH:32][CH2:33][C:34]1[CH:35]=[C:36]2[C:40](=[CH:41][CH:42]=1)[C:39](=[O:43])[N:38]([CH2:44][C:45](O)=[O:46])[C:37]2=[O:48])(=[O:31])=[O:30].C(Cl)CCl>CN(C1C=CN=CC=1)C.C(Cl)Cl>[Cl:1][C:2]1[CH:3]=[N+:4]([O-:27])[CH:5]=[C:6]([Cl:26])[C:7]=1[CH2:8][C@@H:9]([C:11]1[CH:16]=[CH:15][C:14]([O:17][CH:18]([F:20])[F:19])=[C:13]([O:21][CH2:22][CH:23]2[CH2:25][CH2:24]2)[CH:12]=1)[O:10][C:45](=[O:46])[CH2:44][N:38]1[C:37](=[O:48])[C:36]2[C:40](=[CH:41][CH:42]=[C:34]([CH2:33][NH:32][S:29]([CH3:28])(=[O:31])=[O:30])[CH:35]=2)[C:39]1=[O:43]. Procedure: (S)-3,5-dichloro-4-(2-(3-(cyclopropylmethoxy)-4-(difluoromethoxy)phenyl)-2-hydroxyethyl)pyridine 1-oxide (0.229 g, 0.544 mmol), 2-(5-(methylsulfonamidomethyl)-1,3-dioxoisoindolin-2-yl)acetic acid (0.170 g, 0.544 mmol), EDC (0.313 g, 1.633 mmol) and DMAP (0.133 g, 1.089 mmol) were dissolved in DCM (20 ml), and the solution was stirred at room temperature for 20 hours. The mixture was diluted with DCM and washed with 0.5N HCl, aqueous 5% NaHCO3 and brine. The organic phase was dried over sodium su...